describe an organic reaction: reactants, conditions, products, and yield From a dataset of the Open Reaction Database (ORD), a public repository of structured organic reaction records. Reactants: BrCC1C(N2N(CCCC2C(=O)OC(C)(C)C)C1)=O (tert.butyl 2-bromomethyl-hexahydro-3-oxo-1H-pyrazolo[1,2-a]pyridazine-5-carboxylate), C(C)(=S)[O-].[K+] (potassium thioacetate). The solvent is CC(=O)C (acetone). Yields the product C(C)(=O)SCC1C(N2N(CCCC2C(=O)OC(C)(C)C)C1)=O (tert.-butyl 2-acetylthiomethyl-hexahydro-3-oxo-1H-pyrazolo[1,2-a]-pyridazine-5-carboxylate). The yield is 76.5%. RXN SMILES: Br[CH2:2][CH:3]1[CH2:18][N:6]2[CH2:7][CH2:8][CH2:9][CH:10]([C:11]([O:13][C:14]([CH3:17])([CH3:16])[CH3:15])=[O:12])[N:5]2[C:4]1=[O:19].[C:20]([O-:23])(=[S:22])[CH3:21].[K+]>CC(C)=O>[C:20]([S:22][CH2:2][CH:3]1[CH2:18][N:6]2[CH2:7][CH2:8][CH2:9][CH:10]([C:11]([O:13][C:14]([CH3:17])([CH3:16])[CH3:15])=[O:12])[N:5]2[C:4]1=[O:19])(=[O:23])[CH3:21] |f:1.2|. Reported procedure: 1.42 g of tert.butyl 2-bromomethyl-hexahydro-3-oxo-1H-pyrazolo[1,2-a]pyridazine-5-carboxylate (diastereomer A) and 0.58 g of potassium thioacetate were stirred at room temperature in 20 ml of acetone for 17 hours. The solvent was removed by evaporation, the residue was diluted with 100 ml of ethyl acetate, the mixture was washed three times with sodium chloride solution, dried over magnesium sulfate and evaporated. After recrystallization of the residue from ethyl acetate/hexane, there were obta... Isolated yield 80.0%. Product: COC1=C(C(=CC=C1)OC)C=1C(=CC(=CC1)[N+](=O)[O-])C(=O)OC (Methyl 2′,6′-Dimethoxy-4-nitro-1,1′-biphenyl-2-carboxylate). Reagents/catalysts: C1=CC=C(C=C1)P(C2=CC=CC=C2)C3=CC=CC=C3.C1=CC=C(C=C1)P(C2=CC=CC=C2)C3=CC=CC=C3.Cl[Pd]Cl (dichloro-bis-(triphenylphosphine) palladium(II)), [Cl-].[Cl-].[Zn+2] (ZnCl2), [Cl-].[Cl-].[Zn+2] (ZnCl2). Starting materials: COC(C1=C(C=CC(=C1)[N+](=O)[O-])Br)=O (methyl-2-bromo-5-nitrobenzoate), COC1=CC(=CC=C1)OC (1,3-dimethoxybenzene), [Li]CCCC (n-BuLi), COC(C1=C(C=CC(=C1)[N+](=O)[O-])Br)=O (methyl-2-bromo-5-nitrobenzoate). Procedure details: A solution of 1,3-dimethoxybenzene (115.2 ml, 0.88 mol) in anhydrous THF (600 ml) was cooled to 0° C. and treated with n-BuLi (382.4 ml, 0.95 mol, 2.5M solution in hexane) dropwise while maintaining the temperature of the reaction mixture between 0° C. and 5° C. The reaction mixture was allowed to warm to room temperature, stirred for 2 hours and recooled to 0° C. Anhydrous ZnCl2 (141.6 g, 1.04 mol) was added as a solid in portions while maintaining the reaction temperature below 5° C. After add... The solvent is C1CCOC1 (THF), C1CCOC1 (THF). Run at time 2 hour. Reaction SMILES: [CH3:1][O:2][C:3]1[CH:8]=[CH:7][CH:6]=[C:5]([O:9][CH3:10])[CH:4]=1.[Li]CCCC.[CH3:16][O:17][C:18](=[O:29])[C:19]1[CH:24]=[C:23]([N+:25]([O-:27])=[O:26])[CH:22]=[CH:21][C:20]=1Br>C1COCC1.[Cl-].[Cl-].[Zn+2].C1C=CC(P(C2C=CC=CC=2)C2C=CC=CC=2)=CC=1.C1C=CC(P(C2C=CC=CC=2)C2C=CC=CC=2)=CC=1.Cl[Pd]Cl>[CH3:1][O:2][C:3]1[CH:8]=[CH:7][CH:6]=[C:5]([O:9][CH3:10])[C:4]=1[C:20]1[C:19]([C:18]([O:17][CH3:16])=[O:29])=[CH:24][C:23]([N+:25]([O-:27])=[O:26])=[CH:22][CH:21]=1 |f:4.5.6,7.8.9|. Reactants: C1(CC1)CC(=O)O (cyclopropylacetic acid), Cl.CN1CCN(CC1)C1=NC(=NC(=C1)C1=CC=C2CCNCC2=C1)N (4-(4-methylpiperazin-1-yl)-6-(1,2,3,4-tetrahydroisoquinolin-7-yl)pyrimidin-2-amine HCl salt). Product: C1(CC1)CC(=O)N1CC2=CC(=CC=C2CC1)C1=NC(=NC(=C1)N1CCN(CC1)C)N (4-[2-(Cyclopropylacetyl)-1,2,3,4-tetrahydroisoquinolin-7-yl]-6-(4-methylpiperazin-1-yl)pyrimidin-2-amine). RXN SMILES: [CH:1]1([CH2:4][C:5]([OH:7])=O)[CH2:3][CH2:2]1.Cl.[CH3:9][N:10]1[CH2:15][CH2:14][N:13]([C:16]2[CH:21]=[C:20]([C:22]3[CH:31]=[C:30]4[C:25]([CH2:26][CH2:27][NH:28][CH2:29]4)=[CH:24][CH:23]=3)[N:19]=[C:18]([NH2:32])[N:17]=2)[CH2:12][CH2:11]1>>[CH:1]1([CH2:4][C:5]([N:28]2[CH2:27][CH2:26][C:25]3[C:30](=[CH:31][C:22]([C:20]4[CH:21]=[C:16]([N:13]5[CH2:12][CH2:11][N:10]([CH3:9])[CH2:15][CH2:14]5)[N:17]=[C:18]([NH2:32])[N:19]=4)=[CH:23][CH:24]=3)[CH2:29]2)=[O:7])[CH2:2][CH2:3]1 |f:1.2|. Reported procedure: This compound was prepared by using procedures analogous to those described for the synthesis of Example 41 starting from cyclopropylacetic acid (Oakwood, Cat. #003710) and 4-(4-methylpiperazin-1-yl)-6-(1,2,3,4-tetrahydroisoquinolin-7-yl)pyrimidin-2-amine HCl salt. Analytic LCMS (M+H)+: m/z=407.2. The reactants are NC1=CC(=NC=N1)CC1=CC=C(C=C1)NC(=O)NC1=CC=C(C=C1)CC (1-[4-(6-Amino-pyrimidin-4-ylmethyl)-phenyl]-3-(4-ethyl-phenyl)-urea), C(C)(C)(C)C1=CC=C(C=C1)N=C=O (4-tert-butyl-phenyl-isocyanate). Run in CN(C)C=O (DMF). Conditions: time 3 hour. Product: NC1=CC(=NC=N1)CC1=CC=C(C=C1)NC(=O)NC1=CC=C(C=C1)C(C)(C)C (1-[4-(6-Amino-pyrimidin-4-ylmethyl)-phenyl]-3-(4-tert-butyl-phenyl)-urea). As a reaction SMILES: [NH2:1][C:2]1[N:7]=[CH:6][N:5]=[C:4]([CH2:8][C:9]2[CH:14]=[CH:13][C:12]([NH:15]C(NC3C=CC(CC)=CC=3)=O)=[CH:11][CH:10]=2)[CH:3]=1.[C:27]([C:31]1[CH:36]=[CH:35][C:34]([N:37]=[C:38]=[O:39])=[CH:33][CH:32]=1)([CH3:30])([CH3:29])[CH3:28]>CN(C=O)C>[NH2:1][C:2]1[N:7]=[CH:6][N:5]=[C:4]([CH2:8][C:9]2[CH:14]=[CH:13][C:12]([NH:15][C:38]([NH:37][C:34]3[CH:35]=[CH:36][C:31]([C:27]([CH3:30])([CH3:28])[CH3:29])=[CH:32][CH:33]=3)=[O:39])=[CH:11][CH:10]=2)[CH:3]=1. Procedure: The title compound is prepared as described in Example 102 but using 6-(4-aminobenzyl)-pyrimidin-4-ylamine (see Example 157), 4-tert-butyl-phenyl-isocyanate, and DMF as the solvent. The reaction mixture is stirred for 3 h. The title compound is obtained as a white solid: ES-MS: 348.0 [M+H]+; single peak at tR=6.94 min (System 2). The reactants are C(C(O)C)(=O)O.N[C@@H](CC1=CC=CC=C1)C(=O)O (Lactic acid phenylalanine), C(C)OC([C@@H](N)CC1=CC=CC=C1)=O (phenylalanine ethyl ester). Run in C(C)(C)O (iso-propyl alcohol). Product: N[C@@H](CC1=CC=CC=C1)C(=O)O (phenylalanine). Isolated yield 80.0%. Reaction SMILES: C(O)(=O)C(C)O.[NH2:7][C@H:8]([C:16]([OH:18])=[O:17])[CH2:9][C:10]1[CH:15]=[CH:14][CH:13]=[CH:12][CH:11]=1.C(OC(=O)[C@H](CC1C=CC=CC=1)N)C>C(O)(C)C>[NH2:7][C@H:8]([C:16]([OH:18])=[O:17])[CH2:9][C:10]1[CH:15]=[CH:14][CH:13]=[CH:12][CH:11]=1 |f:0.1|. Procedure details: The lactic acid was esterified with iso-propyl alcohol and was used along with the phenylalanine ethyl ester. An oligomerization yield of 80% was obtained with respect to phenylalanine. The positive and negative ion spectrum is provided in FIGS. 59A and 59B respectively. The positive ion spectrum reveals the strong presence of sodiated co-oligomers ions of NLA-(Phe)3-PheC-OEt+Na+ and NLA-(Phe)4-PheC-OEt+Na+ at masses 730 and 877 respectively. These peaks are separated by 147 units, which is the ... As a reaction SMILES: [OH:1][C:2]1[CH:11]=[CH:10][C:5]([C:6]([O:8]C)=[O:7])=[CH:4][CH:3]=1.Cl[CH2:13][CH2:14][N:15]1[CH2:20][CH2:19][O:18][CH2:17][CH2:16]1.C(=O)([O-])[O-].[K+].[K+]>CN(C)C=O>[O:18]1[CH2:19][CH2:20][N:15]([CH2:14][CH2:13][O:1][C:2]2[CH:11]=[CH:10][C:5]([C:6]([OH:8])=[O:7])=[CH:4][CH:3]=2)[CH2:16][CH2:17]1 |f:2.3.4|. The product is O1CCN(CC1)CCOC1=CC=C(C(=O)O)C=C1 (p-(2-morpholinoethoxy)benzoic acid). Reported procedure: 10 g of methyl 4-hydroxybenzoate and 20.5 g of 4-(2-chloroethyl)morpholine were dissolved in 100 ml of dimethylformamide and, after the addition of 38 g of potassium carbonate, heated to 100° C. for 1 hour. The reaction mixture obtained was poured on to ice-water. extracted with ethyl acetate, dried and evaporated. The oily, slightly brown residue was saponified with potassium hydroxide in water/ethanol and, after acidification and recrystallization from hexane/ethyl acetate, gave 7.3 g of p-(2-... Reactants: ice water, OC1=CC=C(C(=O)OC)C=C1 (methyl 4-hydroxybenzoate), ClCCN1CCOCC1 (4-(2-chloroethyl)morpholine), C([O-])([O-])=O.[K+].[K+] (potassium carbonate). Conditions: temperature 100 celsius. Run in CN(C=O)C (dimethylformamide). Yield: 44.2%. Reactants: C1=CC=C(C=C1)C2=CC=CC=C2.C1=CC=C(C=C1)OC2=CC=CC=C2 (Dowtherm), ClC1=CC=C(C=N1)NC=C(C(=O)OCC)C(C)=O (ethyl 2-[(6-chloropyridin-3-ylamino)methylene]-3-oxobutanoate). Run at time 37.5 minute. Product: OC1=C(C=NC2=CC=C(N=C12)OC)C(CC)=O (1-(4-hydroxy-6-methoxy-1,5-naphthyridin-3-yl)propan-1-one). As a reaction SMILES: [CH:1]1C=CC(C2C=CC=CC=2)=CC=1.C1C=C[C:16]([O:19]C2C=CC=CC=2)=CC=1.Cl[C:27]1[N:32]=[CH:31][C:30]([NH:33][CH:34]=[C:35]([C:41](=[O:43])[CH3:42])[C:36]([O:38]CC)=O)=[CH:29][CH:28]=1>>[OH:38][C:36]1[C:31]2[C:30](=[CH:29][CH:28]=[C:27]([O:19][CH3:16])[N:32]=2)[N:33]=[CH:34][C:35]=1[C:41](=[O:43])[CH2:42][CH3:1] |f:0.1|. Procedure details: To a flask containing Dowtherm™ A (200 mL) at 250° C. was added ethyl 2-[(6-chloropyridin-3-ylamino)methylene]-3-oxobutanoate (10 g, 36 mmol) portion wise over 3 to 5 min and the reaction mixture was stirred for an additional 30 to 45 min. The reaction mixture was removed from the heat source, cooled to room temperature and diluted with hexanes to facilitate precipitation. The solids were filtered, washed with hexanes and dried under vacuum to afford the desired product (5.0 g, crude) as a brown... The reactants are CC1(C=2C=CC(=CC2C(CC1)(C)C)C(=O)Cl)C (5,6,7,8-tetrahydro-5,5,8,8-tetramethyl-2-naphthoyl chloride), CC1=CC=C(C(N)=NO)C=C1 (4-methylbenzamidoxime), B(F)(F)F (boron trifluoride). Run in O1CCOCC1 (dioxane). Run at time 4 hour. Yields the product CC1(C=2C=CC(=CC2C(CC1)(C)C)C1=NC(=NO1)C1=CC=C(C=C1)C)C (5-(5,6,7,8-tetrahydro-5,5,8,8-tetramethyl-2-naphthalenyl)-3-(4-tolyl)-1,2,4-oxadiazole). The yield is 30.8%. As a reaction SMILES: [CH3:1][C:2]1([CH3:17])[CH2:11][CH2:10][C:9]([CH3:13])([CH3:12])[C:8]2[CH:7]=[C:6]([C:14](Cl)=[O:15])[CH:5]=[CH:4][C:3]1=2.[CH3:18][C:19]1[CH:28]=[CH:27][C:22]([C:23](=[N:25]O)[NH2:24])=[CH:21][CH:20]=1.B(F)(F)F>O1CCOCC1>[CH3:1][C:2]1([CH3:17])[CH2:11][CH2:10][C:9]([CH3:13])([CH3:12])[C:8]2[CH:7]=[C:6]([C:14]3[O:15][N:25]=[C:23]([C:22]4[CH:27]=[CH:28][C:19]([CH3:18])=[CH:20][CH:21]=4)[N:24]=3)[CH:5]=[CH:4][C:3]1=2. Reported procedure: 8.0 g (30 millimoles) of 5,6,7,8-tetrahydro-5,5,8,8-tetramethyl-2-naphthoyl chloride and 4.5 g (30 millimoles) of 4-methylbenzamidoxime in 250 ml of dioxane were refluxed for 1 hour. 1 ml of boron trifluoride dietherate were added and refluxing was continued for a further 4 hours. The mixture was allowed to cool, poured onto ice/water and extracted with methylene chloride. The organic phase was washed several times with water, dried over magnesium sulfate and evaporated down. The oily residue wa... Starting materials: O.[F-].C(CCC)[N+](CCCC)(CCCC)CCCC (Tetrabutylammonium fluoride hydrate), C(C)N(C(C1=CC=C(C=C1)[C@H](C1=CC=CC=C1)N1[C@H](CN([C@@H](C1)C)CC1=CC(=CC=C1)F)C)=O)CCO[Si](CC)(CC)CC (N-Ethyl-4-{(S)-[(2S,5R)-4-(3-fluoro-benzyl)-2,5-dimethyl-piperazin-1-yl]-phenyl-methyl}-N-(2-triethylsilanyloxy-ethyl)-benzamide). Solvent: C1CCOC1 (THF). Run at time 90 minute. Yields the product C(C)N(C(C1=CC=C(C=C1)[C@H](C1=CC=CC=C1)N1[C@H](CN([C@@H](C1)C)CC1=CC(=CC=C1)F)C)=O)CCO (N-Ethyl-4-{(S)-[(2S,5R)-4-(3-fluoro-benzyl)-2,5-dimethyl-piperazin-1-yl]-phenyl-methyl}-N-(2-hydroxy-ethyl)-benzamide). Yield: 94.1%. RXN SMILES: O.[F-].C([N+](CCCC)(CCCC)CCCC)CCC.[CH2:20]([N:22]([CH2:54][CH2:55][O:56][Si](CC)(CC)CC)[C:23](=[O:53])[C:24]1[CH:29]=[CH:28][C:27]([C@@H:30]([N:37]2[CH2:42][C@@H:41]([CH3:43])[N:40]([CH2:44][C:45]3[CH:50]=[CH:49][CH:48]=[C:47]([F:51])[CH:46]=3)[CH2:39][C@@H:38]2[CH3:52])[C:31]2[CH:36]=[CH:35][CH:34]=[CH:33][CH:32]=2)=[CH:26][CH:25]=1)[CH3:21]>C1COCC1>[CH2:20]([N:22]([CH2:54][CH2:55][OH:56])[C:23](=[O:53])[C:24]1[CH:29]=[CH:28][C:27]([C@@H:30]([N:37]2[CH2:42][C@@H:41]([CH3:43])[N:40]([CH2:44][C:45]3[CH:50]=[CH:49][CH:48]=[C:47]([F:51])[CH:46]=3)[CH2:39][C@@H:38]2[CH3:52])[C:31]2[CH:32]=[CH:33][CH:34]=[CH:35][CH:36]=2)=[CH:26][CH:25]=1)[CH3:21] |f:0.1.2|. Procedure: Tetrabutylammonium fluoride hydrate (1.83 g) was added to the solution of N-Ethyl-4-{(S)-[(2S,5R)-4-(3-fluoro-benzyl)-2,5-dimethyl-piperazin-1-yl]-phenyl-methyl}-N-(2-triethylsilanyloxy-ethyl)-benzamide (3.6 g) in THF (30 mL). The reaction was stirred at room temperature for 90 minutes. The reaction mixture was concentrated. The residual was dissolved in EtOAc (60 mL). The EtOAc solution was washed by H2O (30 mL×3) and brine (30 mL×1), dried by Na2SO4 and concentrated to give crude product (3.3 ...